Dataset: the Open Reaction Database (ORD), a public repository of structured organic reaction records. Task: describe an organic reaction: reactants, conditions, products, and yield Starting materials: OC1=CC=C(C=C1)[C@H]1C(N(C2=CC=3C[C@H](N(CC3C=C2O1)[C@@H](CC)C1=CC=CC=C1)C(=O)O)C)=O ((3S,7S)-3-(4-Hydroxy-phenyl)-1-methyl-2-oxo-6-((S)-1-phenyl-propyl)-2,3,5,6,7,8-hexahydro-1H-4-oxa-1,6-diaza-anthracene-7-carboxylic acid), Cl.COC([C@H](CC1=CC=C(C=C1)C1=CC=C(C=C1)Cl)N)=O ((S)-2-Amino-3-(4′-chloro-biphenyl-4-yl)-propionic acid methyl ester hydrochloride). Yields the product COC([C@H](CC1=CC=C(C=C1)C1=CC=C(C=C1)Cl)NC(=O)[C@H]1N(CC=2C=C3O[C@H](C(N(C3=CC2C1)C)=O)C1=CC=C(C=C1)O)[C@@H](CC)C1=CC=CC=C1)=O ((S)-3-(4′-Chloro-biphenyl-4-yl)-2-{[(3S,7S)-3-(4-hydroxy-phenyl)-1-methyl-2-oxo-6-((S)-1-phenyl-propyl)-2,3,5,6,7,8-hexahydro-1H-4-oxa-1,6-diaza-anthracene-7-carbonyl]-amino}-propionic acid methyl ester). As a reaction SMILES: [OH:1][C:2]1[CH:7]=[CH:6][C:5]([C@@H:8]2[O:21][C:20]3[C:11](=[CH:12][C:13]4[CH2:14][C@@H:15]([C:31](O)=[O:32])[N:16]([C@H:22]([C:25]5[CH:30]=[CH:29][CH:28]=[CH:27][CH:26]=5)[CH2:23][CH3:24])[CH2:17][C:18]=4[CH:19]=3)[N:10]([CH3:34])[C:9]2=[O:35])=[CH:4][CH:3]=1.Cl.[CH3:37][O:38][C:39](=[O:56])[C@@H:40]([NH2:55])[CH2:41][C:42]1[CH:47]=[CH:46][C:45]([C:48]2[CH:53]=[CH:52][C:51]([Cl:54])=[CH:50][CH:49]=2)=[CH:44][CH:43]=1>>[CH3:37][O:38][C:39](=[O:56])[C@@H:40]([NH:55][C:31]([C@@H:15]1[CH2:14][C:13]2[CH:12]=[C:11]3[C:20]([O:21][C@@H:8]([C:5]4[CH:6]=[CH:7][C:2]([OH:1])=[CH:3][CH:4]=4)[C:9](=[O:35])[N:10]3[CH3:34])=[CH:19][C:18]=2[CH2:17][N:16]1[C@H:22]([C:25]1[CH:30]=[CH:29][CH:28]=[CH:27][CH:26]=1)[CH2:23][CH3:24])=[O:32])[CH2:41][C:42]1[CH:47]=[CH:46][C:45]([C:48]2[CH:53]=[CH:52][C:51]([Cl:54])=[CH:50][CH:49]=2)=[CH:44][CH:43]=1 |f:1.2|. Procedure: (S)-3-(4′-Chloro-biphenyl-4-yl)-2-{[(3S,7S)-3-(4-hydroxy-phenyl)-1-methyl-2-oxo-6-((S)-1-phenyl-propyl)-2,3,5,6,7,8-hexahydro-1H-4-oxa-1,6-diaza-anthracene-7-carbonyl]-amino}-propionic acid methyl ester (68 mg, LC/MS: m/z 745) was prepared from (3S,7S)-3-(4-Hydroxy-phenyl)-1-methyl-2-oxo-6-((S)-1-phenyl-propyl)-2,3,5,6,7,8-hexahydro-1H-4-oxa-1,6-diaza-anthracene-7-carboxylic acid (70 mg) and (S)-2-Amino-3-(4′-chloro-biphenyl-4-yl)-propionic acid methyl ester hydrochloride using general procedure... Reactants: ClC1=CC=C(C=N1)C=1CCC(NN1)=O (6-(6-chloropyridin-3-yl)-4,5-dihydro-2H-pyridazin-3-one), IC (iodomethane), C([O-])([O-])=O.[Cs+].[Cs+] (cesium carbonate). Run in CS(=O)C (DMSO), ClCCl (dichloromethane). Reaction conditions: temperature 100 celsius, time 8 hour. The product is ClC1=CC=C(C=N1)C=1C=CC(N(N1)C)=O (6-(6-Chloro-pyridin-3-yl)-2-methyl-2H-pyridazin-3-one). The yield is 76.4%. RXN SMILES: [Cl:1][C:2]1[N:7]=[CH:6][C:5]([C:8]2[CH2:9][CH2:10][C:11](=[O:14])[NH:12][N:13]=2)=[CH:4][CH:3]=1.IC.[C:17](=O)([O-])[O-].[Cs+].[Cs+]>CS(C)=O.ClCCl>[Cl:1][C:2]1[N:7]=[CH:6][C:5]([C:8]2[CH:9]=[CH:10][C:11](=[O:14])[N:12]([CH3:17])[N:13]=2)=[CH:4][CH:3]=1 |f:2.3.4|. Procedure: To 6-(6-chloropyridin-3-yl)-4,5-dihydro-2H-pyridazin-3-one (1.03 g, 4.93 mmol) in DMSO (40 mL) was added iodomethane (460 μL, 7.4 mmol) and cesium carbonate (3.2 g, 9.86 mmol). After overnight stirring at 100° C. open to air, the reaction was cooled, diluted with dichloromethane, washed several times with water/brine, dried over sodium sulfate, and concentrated under vacuum to obtain 835 mg product (79%); MS m/z 222 (M+H). Starting materials: O (water), COC(CC1=CC(=C(C=C1)[N+](=O)[O-])OCC(F)(F)F)=O ([4-Nitro-3-(2,2,2-trifluoro-ethoxy)-phenyl]-acetic acid methyl ester), BrCC1CCC1 ((bromomethyl)cyclobutane), [OH-].[K+] (KOH). Run in CS(=O)C (DMSO). Reaction conditions: time 16 hour. Product: COC(C(CC1CCC1)C1=CC(=C(C=C1)[N+](=O)[O-])OCC(F)(F)F)=O (3-Cyclobutyl-2-[4-nitro-3-(2,2,2-trifluoro-ethoxy)-phenyl]-propionic acid methyl ester). Yield: 43.9%. Reaction SMILES: [CH3:1][O:2][C:3](=[O:20])[CH2:4][C:5]1[CH:10]=[CH:9][C:8]([N+:11]([O-:13])=[O:12])=[C:7]([O:14][CH2:15][C:16]([F:19])([F:18])[F:17])[CH:6]=1.Br[CH2:22][CH:23]1[CH2:26][CH2:25][CH2:24]1.[OH-].[K+].O>CS(C)=O>[CH3:1][O:2][C:3](=[O:20])[CH:4]([C:5]1[CH:10]=[CH:9][C:8]([N+:11]([O-:13])=[O:12])=[C:7]([O:14][CH2:15][C:16]([F:17])([F:19])[F:18])[CH:6]=1)[CH2:22][CH:23]1[CH2:26][CH2:25][CH2:24]1 |f:2.3|. Reported procedure: [4-Nitro-3-(2,2,2-trifluoro-ethoxy)-phenyl]-acetic acid methyl ester (33 g, 94.5 mmol) and (bromomethyl)cyclobutane (17 g, 114.1 mmol) were mixed in DMSO (50 mL) and KOH (6.4 g, 114.1 mmol) was added in portions over 15 min. The reaction mixture was stirred for 16 h and water (100 mL) was added. The reaction mixture was extracted with EtOAc (3×50 mL). The combined organic phases were dried over MgSO4 and evaporated to give a crude yellow oil, which was purified by silica gel gradient column chro...